Dataset: the Open Reaction Database (ORD), a public repository of structured organic reaction records. Task: describe an organic reaction: reactants, conditions, products, and yield Procedure details: The title compound was prepared from 5′-bromo-6-methyl-4-(4-trifluoromethylphenyl)-[2,3′]bipyridinyl (example E.24) (0.200 g, 0.5 mmol) and commercially available 3-(tert-butylsulfamoyl)-benzeneboronic acid (0.157 g, 0.6 mmol) according to the general procedure VI. Obtained as an off-white solid (0.182 g, 68%). MS (ISP) 526.3 [(M+H)+]. The reactants are BrC=1C=C(C=NC1)C1=NC(=CC(=C1)C1=CC=C(C=C1)C(F)(F)F)C (5′-bromo-6-methyl-4-(4-trifluoromethylphenyl)-[2,3′]bipyridinyl), C(C)(C)(C)NS(=O)(=O)C=1C=C(C=CC1)B(O)O (3-(tert-butylsulfamoyl)-benzeneboronic acid). Yields the product C(C)(C)(C)NS(=O)(=O)C1=CC(=CC=C1)C=1C=C(C=NC1)C1=NC(=CC(=C1)C1=CC=C(C=C1)C(F)(F)F)C (N-tert-Butyl-3-[6-methyl-4-(4-trifluoromethyl-phenyl)-[2,3′]bipyridinyl-5′-yl]-benzenesulfonamide), solid. As a reaction SMILES: Br[C:2]1[CH:3]=[C:4]([C:8]2[CH:13]=[C:12]([C:14]3[CH:19]=[CH:18][C:17]([C:20]([F:23])([F:22])[F:21])=[CH:16][CH:15]=3)[CH:11]=[C:10]([CH3:24])[N:9]=2)[CH:5]=[N:6][CH:7]=1.[C:25]([NH:29][S:30]([C:33]1[CH:34]=[C:35](B(O)O)[CH:36]=[CH:37][CH:38]=1)(=[O:32])=[O:31])([CH3:28])([CH3:27])[CH3:26]>>[C:25]([NH:29][S:30]([C:33]1[CH:34]=[CH:35][CH:36]=[C:37]([C:2]2[CH:3]=[C:4]([C:8]3[CH:13]=[C:12]([C:14]4[CH:19]=[CH:18][C:17]([C:20]([F:23])([F:22])[F:21])=[CH:16][CH:15]=4)[CH:11]=[C:10]([CH3:24])[N:9]=3)[CH:5]=[N:6][CH:7]=2)[CH:38]=1)(=[O:32])=[O:31])([CH3:28])([CH3:26])[CH3:27]. Isolated yield 68.0%. The reactants are FC(C(=O)O)(F)F (trifluoroacetic acid), N1(CCC2=CC=CC=C12)C(=O)NC1=C(C=C(C=C1)CC(=O)NC1=CC=C(C=C1)C(CC(=O)OC(C)(C)C)C)OC (tert-butyl 3-[4-(2-{4-[(2,3-dihydro-indole-1-carbonyl)-amino]-3-methoxy-phenyl}-acetylamino)-phenyl]-butyrate), FC(C(=O)O)(F)F (trifluoroacetic acid). Run in ClCCl (dichloromethane). Reaction conditions: time 8 hour. Yields the product N1(CCC2=CC=CC=C12)C(=O)NC1=C(C=C(C=C1)CC(=O)NC1=CC=C(C=C1)C(CC(=O)O)C)OC (3-[4-(2-{4-[(2,3-Dihydro-indole-1-carbonyl)-amino]-3-methoxy-phenyl}-acetylamino)-phenyl]-butyric acid). Isolated yield 86.5%. As a reaction SMILES: [N:1]1([C:10]([NH:12][C:13]2[CH:18]=[CH:17][C:16]([CH2:19][C:20]([NH:22][C:23]3[CH:28]=[CH:27][C:26]([CH:29]([CH3:38])[CH2:30][C:31]([O:33]C(C)(C)C)=[O:32])=[CH:25][CH:24]=3)=[O:21])=[CH:15][C:14]=2[O:39][CH3:40])=[O:11])[C:9]2[C:4](=[CH:5][CH:6]=[CH:7][CH:8]=2)[CH2:3][CH2:2]1.FC(F)(F)C(O)=O>ClCCl>[N:1]1([C:10]([NH:12][C:13]2[CH:18]=[CH:17][C:16]([CH2:19][C:20]([NH:22][C:23]3[CH:24]=[CH:25][C:26]([CH:29]([CH3:38])[CH2:30][C:31]([OH:33])=[O:32])=[CH:27][CH:28]=3)=[O:21])=[CH:15][C:14]=2[O:39][CH3:40])=[O:11])[C:9]2[C:4](=[CH:5][CH:6]=[CH:7][CH:8]=2)[CH2:3][CH2:2]1. Reported procedure: A solution of tert-butyl 3-[4-(2-{4-[(2,3-dihydro-indole-1-carbonyl)-amino]-3-methoxy-phenyl}-acetylamino)-phenyl]-butyrate [580 mg, Reference Example 1(a)] in dichloromethane (20 ml) was treated with treated with trifluoroacetic acid (1 ml). After 2 hours at room temperature further (1 ml) trifluoroacetic acid was added and the solution was then kept at room temperature overnight. The reaction mixture was evaporated and the residue was suspended in water. This suspension was treated with 1.0 M ...